From a dataset of the Open Reaction Database (ORD), a public repository of structured organic reaction records. describe an organic reaction: reactants, conditions, products, and yield The reactants are C, CO, CCOC(C)=O, COC(=O)c1ccc(C=CCc2ccccc2)cc1Nc1ccc(F)cc1, [Pd]. The product is COC(=O)c1ccc(CCCc2ccccc2)cc1Nc1ccc(F)cc1. RXN SMILES: [C:30].[CH3:1][OH:2].[CH3:32][CH2:33][O:34][C:35](=[O:36])[CH3:37].[F:3][c:4]1[cH:5][cH:6][c:7]([NH:8][c:9]2[c:10]([C:11](=[O:12])[O:13][CH3:14])[cH:15][cH:16][c:17]([CH:19]=[CH:20][CH2:21][c:22]3[cH:23][cH:24][cH:25][cH:26][cH:27]3)[cH:18]2)[cH:28][cH:29]1.[Pd:31]>>[F:3][c:4]1[cH:5][cH:6][c:7]([NH:8][c:9]2[c:10]([C:11](=[O:12])[O:13][CH3:14])[cH:15][cH:16][c:17]([CH2:19][CH2:20][CH2:21][c:22]3[cH:23][cH:24][cH:25][cH:26][cH:27]3)[cH:18]2)[cH:28][cH:29]1. Reactants: ice water, ClC1=CC=C(C=C1)N1C(C2=CC(C1=O)CCC2)=O (N-(4-chlorophenyl)-3,4,5,6-tetrahydroisophthalimide), CNCCCC (N-methyl-butylamine), CCOCC (ether), B(F)(F)F (boron trifluoride). Solvent: CC(=O)C (acetone). The product is CN(C(C1=C(C(=O)NC2=CC=C(C=C2)Cl)CCCC1)=O)CCCC (N-methyl-N-butyl-N'-(4-chlorophenyl)-3,4,5,6-tetrahydrophthalamide). Reaction SMILES: [Cl:1][C:2]1[CH:7]=[CH:6][C:5]([N:8]2[C:13](=[O:14])[CH:12]3[CH2:15][CH2:16][CH2:17][C:10](=[CH:11]3)C2=O)=[CH:4][CH:3]=1.[CH3:19][NH:20][CH2:21][CH2:22][CH2:23][CH3:24].C[CH2:26][O:27]CC.B(F)(F)F>CC(C)=O>[CH3:19][N:20]([CH2:21][CH2:22][CH2:23][CH3:24])[C:26](=[O:27])[C:15]1[CH2:16][CH2:17][CH2:10][CH2:11][C:12]=1[C:13]([NH:8][C:5]1[CH:4]=[CH:3][C:2]([Cl:1])=[CH:7][CH:6]=1)=[O:14]. Procedure: In 100 ml of acetone is dissolved 3.0 g of N-(4-chlorophenyl)-3,4,5,6-tetrahydroisophthalimide. To the solution is added 1.2 g of N-methyl-butylamine under stirring at room temperature, followed by adding further 0.025 ml of a 5% ether solution of boron trifluoride thereto. The solution is stirred for 1 hour, and then shaken with 100 ml of ice water. Reactants: C1COC2(CCN(CC2)C(C2=CC=C(C=C2)C#N)=O)O1 (1-(4-cyanobenzoyl)-4-piperidone ethylene ketal), COC=1C=CC(=CC1)P2(=S)SP(=S)(S2)C=3C=CC(=CC3)OC (Lawesson's reagent). Run in O1CCOCC1 (dioxane). Product: C1COC2(CCN(CC2)C(=S)C2=CC=C(C=C2)C#N)O1 (1-((4-Cyanophenyl)thioxomethyl)-4-piperidone ethylene ketal). Yield: 42.2%. Reaction SMILES: [CH2:1]1[O:20][C:4]2([CH2:9][CH2:8][N:7]([C:10](=O)[C:11]3[CH:16]=[CH:15][C:14]([C:17]#[N:18])=[CH:13][CH:12]=3)[CH2:6][CH2:5]2)[O:3][CH2:2]1.COC1C=CC(P2(SP(C3C=CC(OC)=CC=3)(=S)S2)=[S:30])=CC=1>O1CCOCC1>[CH2:1]1[O:20][C:4]2([CH2:9][CH2:8][N:7]([C:10]([C:11]3[CH:16]=[CH:15][C:14]([C:17]#[N:18])=[CH:13][CH:12]=3)=[S:30])[CH2:6][CH2:5]2)[O:3][CH2:2]1. Reported procedure: A solution of 1-(4-cyanobenzoyl)-4-piperidone ethylene ketal (1.00 g, 3.68 mmol) and Lawesson's reagent (1.2 g, 2.9 mmol) in dioxane (20 ml) was heated to reflux for 1 h, cooled and evaporated. The residue was pre-absorbed on silica gel and purified by flash chromatography eluting with 25% ethyl acetate/hexane, increasing the gradient to 40% ethyl acetate/hexane, to afford the product as a yellow solid (353 mg), MS (+EI) 288 (M+), 1H NMR(CDCl3) 7.67 (2H, d, J 7 Hz), 7.36 (2H, d, J 7 Hz), 4.5-4.4... Reactants: [N+](=O)([O-])[O-].[Na+] (sodium nitrate), C(C(C)C)(=O)CC(=O)OCC (ethyl isobutyrylacetate). Solvent: O (water), C(C)(=O)O (acetic acid). Run at time 30 minute. Yields the product N(O)=C(C(=O)OCC)C(C(C)C)=O (ethyl 2-oximino-4-methyl-3-oxopentanoate). The yield is 116.1%. Reaction SMILES: [N+:1]([O-:4])([O-])=O.[Na+].[C:6]([CH2:11][C:12]([O:14][CH2:15][CH3:16])=[O:13])(=[O:10])[CH:7]([CH3:9])[CH3:8]>O.C(O)(=O)C>[N:1](=[C:11]([C:6](=[O:10])[CH:7]([CH3:9])[CH3:8])[C:12]([O:14][CH2:15][CH3:16])=[O:13])[OH:4] |f:0.1|. Reported procedure: A solution of sodium nitrate (43.8 g.) in water (92 ml.) was added dropwise, with stirring, to a solution of ethyl isobutyrylacetate (100.3 g.) in acetic acid (80 ml.) at 0°. After stirring at 0° for 30 minutes then at room temperature for 3 hours, (100 ml.) was added and the mixture extracted with ether. The extracts were washed with water, saturated sodium bicarbonate solution and water. After drying (CaSO4), the solution was evaporated to give ethyl 2-oximino-4-methyl-3-oxopentanoate (112 g.)... Reactants: CC(C)(C)OC(=O)NCC(=O)Nc1ccc2c(-c3ccncc3)c(-c3ccc(F)cc3)[nH]c2n1, O=C([O-])[O-], CN1CCOCC1, CC(C)COC(=O)Cl, [K+], [K+], CN(C)C=O, O. The product is CC(C)COC(=O)n1c(-c2ccc(F)cc2)c(-c2ccncc2)c2ccc(NC(=O)CNC(=O)OC(C)(C)C)nc21. As a reaction SMILES: [C:1]([CH3:2])([CH3:3])([CH3:4])[O:5][C:6](=[O:7])[NH:8][CH2:9][C:10](=[O:11])[NH:12][c:13]1[cH:14][cH:15][c:16]2[c:17](-[c:29]3[cH:30][cH:31][n:32][cH:33][cH:34]3)[c:18](-[c:22]3[cH:23][cH:24][c:25]([F:28])[cH:26][cH:27]3)[nH:19][c:20]2[n:21]1.[C:50](=[O:51])([O-:52])[O-:53].[CH3:43][N:44]1[CH2:45][CH2:46][O:47][CH2:48][CH2:49]1.[Cl:35][C:36](=[O:37])[O:38][CH2:39][CH:40]([CH3:41])[CH3:42].[K+:54].[K+:55].[O:57]=[CH:58][N:59]([CH3:60])[CH3:61].[OH2:56]>>[C:1]([CH3:2])([CH3:3])([CH3:4])[O:5][C:6](=[O:7])[NH:8][CH2:9][C:10](=[O:11])[NH:12][c:13]1[cH:14][cH:15][c:16]2[c:17](-[c:29]3[cH:30][cH:31][n:32][cH:33][cH:34]3)[c:18](-[c:22]3[cH:23][cH:24][c:25]([F:28])[cH:26][cH:27]3)[n:19]([C:36](=[O:37])[O:38][CH2:39][CH:40]([CH3:41])[CH3:42])[c:20]2[n:21]1. The reactants are CCOC(=O)C1=Cc2ccc(C(C)(C)C=O)cc2OC1C(F)(F)F, [O-][Cl+][O-], [Na+], C1COCCO1, O. Product: CCOC(=O)C1=Cc2ccc(C(C)(C)C(=O)O)cc2OC1C(F)(F)F. Reaction SMILES: [CH3:1][C:2]([CH:3]=[O:4])([CH3:5])[c:6]1[cH:7][cH:8][c:9]2[c:14]([cH:15]1)[O:13][CH:12]([C:16]([F:17])([F:18])[F:19])[C:11]([C:20](=[O:21])[O:22][CH2:23][CH3:24])=[CH:10]2.[Cl+:25]([O-:26])[O-:27].[Na+:28].[O:29]1[CH2:30][CH2:31][O:32][CH2:33][CH2:34]1.[OH2:35]>>[CH3:1][C:2]([C:3](=[O:4])[OH:26])([CH3:5])[c:6]1[cH:7][cH:8][c:9]2[c:14]([cH:15]1)[O:13][CH:12]([C:16]([F:17])([F:18])[F:19])[C:11]([C:20](=[O:21])[O:22][CH2:23][CH3:24])=[CH:10]2. Starting materials: B(F)(F)F (BF3), C1C(O1)CCl (glycerol epichlorhydrin), C(CCCCCCCCCCC)O (dodecanol). Yields the product C(CCCCCCCCCCC)OCCCCCCCCCCCC (Dodecyl ether), C(/C=C\O)Cl (polyepichlorohydrin). Reaction SMILES: [CH2:1]1[O:3][CH:2]1[CH2:4][Cl:5].[CH2:6]([OH:18])[CH2:7][CH2:8][CH2:9][CH2:10][CH2:11][CH2:12][CH2:13][CH2:14][CH2:15][CH2:16][CH3:17].B(F)(F)F>>[CH2:6]([O:18][CH2:1][CH2:2][CH2:4][CH2:6][CH2:7][CH2:8][CH2:9][CH2:10][CH2:11][CH2:12][CH2:13][CH3:14])[CH2:7][CH2:8][CH2:9][CH2:10][CH2:11][CH2:12][CH2:13][CH2:14][CH2:15][CH2:16][CH3:17].[CH2:4]([Cl:5])/[CH:2]=[CH:1]\[OH:3]. Reported procedure: 185 g of glycerol epichlorhydrin are reacted with one mole, i.e., 186 g of dodecanol at 75°-80° C. in the presence of 1.5 ml of an acetic acid complex containing 36% BF3. Dodecyl ether of polyepichlorohydrin having the following formula is obtained: